From a dataset of the Open Reaction Database (ORD), a public repository of structured organic reaction records. describe an organic reaction: reactants, conditions, products, and yield The reactants are [O-]CC.[Na+] (Sodium ethoxide), C(C1=CC=CC=C1)N1CCC(CC1)NC(=O)N[C@@H](CC1=CC=CC=C1)C(=O)OC (methyl N-{[(1-benzylpiperidin-4-yl)amino]carbonyl}phenylalaninate). Run in C(C)O (ethanol). Product: C(C1=CC=CC=C1)C1C(N(C(N1)=O)C1CCN(CC1)CC1=CC=CC=C1)=O (5-Benzyl-3-(1-benzylpiperidin-4-yl)imidazolidine-2,4-dione). The yield is 97.7%. As a reaction SMILES: [O-]CC.[Na+].[CH2:5]([N:12]1[CH2:17][CH2:16][CH:15]([NH:18][C:19]([NH:21][C@H:22]([C:30](OC)=[O:31])[CH2:23][C:24]2[CH:29]=[CH:28][CH:27]=[CH:26][CH:25]=2)=[O:20])[CH2:14][CH2:13]1)[C:6]1[CH:11]=[CH:10][CH:9]=[CH:8][CH:7]=1>C(O)C>[CH2:23]([CH:22]1[NH:21][C:19](=[O:20])[N:18]([CH:15]2[CH2:16][CH2:17][N:12]([CH2:5][C:6]3[CH:7]=[CH:8][CH:9]=[CH:10][CH:11]=3)[CH2:13][CH2:14]2)[C:30]1=[O:31])[C:24]1[CH:29]=[CH:28][CH:27]=[CH:26][CH:25]=1 |f:0.1|. Procedure details: Sodium ethoxide (0.1301 mL, 1.66 mmol, 21% wt.) was added to a solution of methyl N-{[(1-benzylpiperidin-4-yl)amino]carbonyl}phenylalaninate (546 mg, 1.38 mmol) in ethanol (715 mL) at 0° C. and then warmed to ambient temperature. The reaction was concentrated and partitioned between ethyl acetate and water. The organic layer was washed with brine, dried over sodium sulfate, filtered, and concentrated to give the title compound (490 mg). MS 364.2 (M+1)